From a dataset of the Open Reaction Database (ORD), a public repository of structured organic reaction records. describe an organic reaction: reactants, conditions, products, and yield Reactants: C1CCOC1, CCOC(=O)N=NC(=O)OCC, CCCCCN1C(=O)C(CO)(c2cc3c(cc2O)OCO3)c2cccnc21, c1ccc(P(c2ccccc2)c2ccccc2)cc1. Product: CCCCCN1C(=O)C2(COc3cc4c(cc32)OCO4)c2cccnc21. Reaction SMILES: [CH2:59]1[O:60][CH2:61][CH2:62][CH2:63]1.[O:20]=[C:21]([O:22][CH2:23][CH3:24])[N:25]=[N:26][C:27]([O:28][CH2:29][CH3:30])=[O:31].[OH:32][c:33]1[c:34]([C:42]2([CH2:57][OH:58])[C:43](=[O:56])[N:44]([CH2:51][CH2:52][CH2:53][CH2:54][CH3:55])[c:45]3[n:46][cH:47][cH:48][cH:49][c:50]32)[cH:35][c:36]2[c:37]([cH:41]1)[O:38][CH2:39][O:40]2.[c:1]1([P:2]([c:3]2[cH:4][cH:5][cH:6][cH:7][cH:8]2)[c:9]2[cH:10][cH:11][cH:12][cH:13][cH:14]2)[cH:15][cH:16][cH:17][cH:18][cH:19]1>>[O:32]1[c:33]2[c:34]([cH:35][c:36]3[c:37]([cH:41]2)[O:38][CH2:39][O:40]3)[C:42]2([C:43](=[O:56])[N:44]([CH2:51][CH2:52][CH2:53][CH2:54][CH3:55])[c:45]3[n:46][cH:47][cH:48][cH:49][c:50]32)[CH2:57]1. Reactants: 3, [BH4-].[Na+] (NaBH4), B(F)(F)F.O(CC)CC (BF3 OEt2), OC=1C(=C(C(=O)O)C=CC1)C (3-hydroxy-2-methyl benzoic acid). Solvent: C1CCOC1 (THF). Run at temperature 10 celsius, time 45 minute. Product: OCC=1C(=C(C=CC1)O)C (3-hydroxymethyl-2-methyl phenol). RXN SMILES: [BH4-].[Na+].[OH:3][C:4]1[C:5]([CH3:13])=[C:6]([CH:10]=[CH:11][CH:12]=1)[C:7](O)=[O:8].B(F)(F)F.O(CC)CC>C1COCC1>[OH:8][CH2:7][C:6]1[C:5]([CH3:13])=[C:4]([OH:3])[CH:12]=[CH:11][CH:10]=1 |f:0.1,3.4|. Procedure: To a 5 L 3 neck RB equipped with overhead stirrer was charged NaBH4 (87.0 g, 2.30 mol) and THF (3.0 L) and the resulting slurry was cooled to 10° C. To the slurry was then added 3-hydroxy-2-methyl benzoic acid (175 g, 1.15 mol) portionwise over 20 min (Tmax 17° C.). A stirrable slurry formed, and was aged for an additional 45 min at 10-15° C. after which BF3-OEt2 (321 mL, 2.53 mol) was added slowly over 1.5 hours. The slurry was aged at 10° C.-15° C. for 2 h then assayed for reaction completion ... Procedure: A mixture of 4-(2-methoxycarbonyl-benzylidene)-piperidine-1-carboxylic acid tert-butyl ester (from Intermediate B11 step 1) (350 mg; 1.06 mmol; 1 eq.) and 10% Pd/C (˜50% H2O) (67 mg) in MeOH (2 mL) and THF (2 mL) was stirred at room temperature for 3 hours under a H2 atmosphere (10 bars). The catalyst was filtered off and the solution concentrated in vacuo. Purification by column chromatography (heptane/EA) afforded the title compound (330 mg, 94%) as a colourless oil. HPLC (max plot) 97.4%; Rt ... The reagents and catalysts are [Pd] (Pd/C). The reactants are C(C)(C)(C)OC(=O)N1CCC(CC1)=CC1=C(C=CC=C1)C(=O)OC (4-(2-methoxycarbonyl-benzylidene)-piperidine-1-carboxylic acid tert-butyl ester). RXN SMILES: [C:1]([O:5][C:6]([N:8]1[CH2:13][CH2:12][C:11](=[CH:14][C:15]2[CH:20]=[CH:19][CH:18]=[CH:17][C:16]=2[C:21]([O:23][CH3:24])=[O:22])[CH2:10][CH2:9]1)=[O:7])([CH3:4])([CH3:3])[CH3:2]>CO.C1COCC1.[Pd]>[C:1]([O:5][C:6]([N:8]1[CH2:13][CH2:12][CH:11]([CH2:14][C:15]2[CH:20]=[CH:19][CH:18]=[CH:17][C:16]=2[C:21]([O:23][CH3:24])=[O:22])[CH2:10][CH2:9]1)=[O:7])([CH3:3])([CH3:4])[CH3:2]. Run in CO (MeOH), C1CCOC1 (THF). Product: C(C)(C)(C)OC(=O)N1CCC(CC1)CC1=C(C=CC=C1)C(=O)OC (4-(2-methoxycarbonyl-benzyl)-piperidine-1-carboxylic acid tert-butyl ester). Run at time 3 hour. The yield is 93.4%. The reactants are CC1(C)OB(c2ccc(N)cc2)OC1(C)C, COCCOC, CCOC(C)=O, Clc1nc(N2CCOCC2)nc(N2CCOCC2)n1, [Na+], [Na+], O=C([O-])[O-], [Pd], c1ccc(P(c2ccccc2)c2ccccc2)cc1, c1ccc(P(c2ccccc2)c2ccccc2)cc1, c1ccc(P(c2ccccc2)c2ccccc2)cc1, c1ccc(P(c2ccccc2)c2ccccc2)cc1. Yields the product Nc1ccc(-c2nc(N3CCOCC3)nc(N3CCOCC3)n2)cc1. RXN SMILES: [CH3:20][C:21]1([CH3:22])[C:23]([CH3:24])([CH3:25])[O:26][B:27]([c:28]2[cH:29][cH:30][c:31]([NH2:32])[cH:33][cH:34]2)[O:35]1.[CH3:42][O:43][CH2:44][CH2:45][O:46][CH3:47].[CH3:48][CH2:49][O:50][C:51](=[O:52])[CH3:53].[Cl:1][c:2]1[n:3][c:4]([N:14]2[CH2:15][CH2:16][O:17][CH2:18][CH2:19]2)[n:5][c:6]([N:8]2[CH2:9][CH2:10][O:11][CH2:12][CH2:13]2)[n:7]1.[Na+:36].[Na+:37].[O-:38][C:39](=[O:40])[O-:41].[Pd:54].[c:112]1([P:113]([c:114]2[cH:115][cH:116][cH:117][cH:118][cH:119]2)[c:120]2[cH:121][cH:122][cH:123][cH:124][cH:125]2)[cH:126][cH:127][cH:128][cH:129][cH:130]1.[c:55]1([P:56]([c:57]2[cH:58][cH:59][cH:60][cH:61][cH:62]2)[c:63]2[cH:64][cH:65][cH:66][cH:67][cH:68]2)[cH:69][cH:70][cH:71][cH:72][cH:73]1.[c:74]1([P:75]([c:76]2[cH:77][cH:78][cH:79][cH:80][cH:81]2)[c:82]2[cH:83][cH:84][cH:85][cH:86][cH:87]2)[cH:88][cH:89][cH:90][cH:91][cH:92]1.[c:93]1([P:94]([c:95]2[cH:96][cH:97][cH:98][cH:99][cH:100]2)[c:101]2[cH:102][cH:103][cH:104][cH:105][cH:106]2)[cH:107][cH:108][cH:109][cH:110][cH:111]1>>[c:2]1(-[c:28]2[cH:29][cH:30][c:31]([NH2:32])[cH:33][cH:34]2)[n:3][c:4]([N:14]2[CH2:15][CH2:16][O:17][CH2:18][CH2:19]2)[n:5][c:6]([N:8]2[CH2:9][CH2:10][O:11][CH2:12][CH2:13]2)[n:7]1. Starting materials: BrCC(=C)C1=CC=C(C=C1)Cl (1-[1-(bromomethyl)ethenyl]-4-chlorobenzene), ClC=1C=C(C(C=O)=CC1)O (4-chlorosalicylaldehyde), C([O-])([O-])=O.[K+].[K+] (potassium carbonate), CN(C)C=O (DMF). Solvent: O (H2O). Conditions: time 72 hour. The product is ClC1=CC(=C(C=O)C=C1)OCC(=C)C1=CC=C(C=C1)Cl (4-chloro-2-[[2-(4-chlorophenyl)-2-propenyl]oxy]benzaldehyde). The yield is 106.8%. RXN SMILES: Br[CH2:2][C:3]([C:5]1[CH:10]=[CH:9][C:8]([Cl:11])=[CH:7][CH:6]=1)=[CH2:4].[Cl:12][C:13]1[CH:14]=[C:15]([OH:21])[C:16](=[CH:19][CH:20]=1)[CH:17]=[O:18].C(=O)([O-])[O-].[K+].[K+].CN(C=O)C>O>[Cl:12][C:13]1[CH:20]=[CH:19][C:16]([CH:17]=[O:18])=[C:15]([O:21][CH2:2][C:3]([C:5]2[CH:10]=[CH:9][C:8]([Cl:11])=[CH:7][CH:6]=2)=[CH2:4])[CH:14]=1 |f:2.3.4|. Procedure: A mixture of 19.2 g (0.083 mol) of the product from Step A, 10.0 g (0.064 mol) of 4-chlorosalicylaldehyde, 17.6 g (0.13 mol) of potassium carbonate and 64 mL of DMF was stirred at RT for 72 h. Resulting mixture treated with 125 mL of H2O and filtered. Solids were washed with several portions of H2O and dried in a vacuum oven at 40° C. to give 21.0 g of a brown solid. 1H NMR (CDCl3, 200 MHz) δ4.99 (s, 2H), 5.51 (s, 1H), 5.65 (s, 1H), 7.04-7.07 (m, 2H), 7.25-7.45 (m, 4H), 7.77 (d, 1H), 10.28 (s, 1... Reactants: CCN(CC)c1ccccc1, Cc1ccccc1, CCCCCC, CCOC(C)=O, Cc1ccc(-c2cnn3c(O)cc(C)nc23)c(Cl)c1, O=P(Cl)(Cl)Cl. Yields the product Cc1ccc(-c2cnn3c(Cl)cc(C)nc23)c(Cl)c1. As a reaction SMILES: [CH2:25]([N:26]([CH2:27][CH3:28])[c:29]1[cH:30][cH:31][cH:32][cH:33][cH:34]1)[CH3:35].[CH3:36][c:37]1[cH:38][cH:39][cH:40][cH:41][cH:42]1.[CH3:43][CH2:44][CH2:45][CH2:46][CH2:47][CH3:48].[CH3:49][CH2:50][O:51][C:52]([CH3:53])=[O:54].[OH:1][c:2]1[cH:3][c:4]([CH3:19])[n:5][c:6]2[n:7]1[n:8][cH:9][c:10]2-[c:11]1[c:12]([Cl:18])[cH:13][c:14]([CH3:17])[cH:15][cH:16]1.[P:20]([Cl:21])([Cl:22])([Cl:23])=[O:24]>>[c:2]1([Cl:22])[cH:3][c:4]([CH3:19])[n:5][c:6]2[n:7]1[n:8][cH:9][c:10]2-[c:11]1[c:12]([Cl:18])[cH:13][c:14]([CH3:17])[cH:15][cH:16]1.